Dataset: the Open Reaction Database (ORD), a public repository of structured organic reaction records. Task: describe an organic reaction: reactants, conditions, products, and yield The reactants are ClC=1C=C2CCC(C2=CC1C(F)(F)F)=O (5-Chloro-6-(trifluoromethyl)-2,3-dihydro-1H-inden-1-one), [N-]=[N+]=[N-].[Na+] (sodium azide). Solvent: C(=O)(C(F)(F)F)O (TFA). Yields the product ClC=1C=C2CCNC(C2=CC1C(F)(F)F)=O (6-chloro-7-(trifluoromethyl)-3,4-dihydroisoquinolin-1(2H)-one). Yield: 54.8%. RXN SMILES: [Cl:1][C:2]1[CH:3]=[C:4]2[C:8](=[CH:9][C:10]=1[C:11]([F:14])([F:13])[F:12])[C:7](=[O:15])[CH2:6][CH2:5]2.[N-:16]=[N+]=[N-].[Na+]>C(O)(C(F)(F)F)=O>[Cl:1][C:2]1[CH:3]=[C:4]2[C:8](=[CH:9][C:10]=1[C:11]([F:14])([F:13])[F:12])[C:7](=[O:15])[NH:16][CH2:6][CH2:5]2 |f:1.2|. Procedure details: 5-Chloro-6-(trifluoromethyl)-2,3-dihydro-1H-inden-1-one (I-85d: 600 mg, 2.5575 mmol) in TFA (25 mL) was reacted with sodium azide (549 mg, 8.439 mmol) for 5 hours at 80° C. Purification by column chromatography on silica gel (1% methanol in CHCl3), afforded 350 mg of the product (54.8% yield). Reactants: C(C1=CC=CC=C1)OCCOC1=C(C=C(C=C1)C=1C=C2C(=NC1)N(C=C2C=2C(=NN(C2C)CC2=CC(=CC=C2)F)C)S(=O)(=O)C2=CC=C(C)C=C2)NS(=O)(=O)C (N-(2-(2-(benzyloxy)ethoxy)-5-(3-(1-(3-fluorobenzyl)-3,5-dimethyl-1H-pyrazol-4-yl)-1-tosyl-1H-pyrrolo[2,3-b]pyridin-5-yl)phenyl)methane sulfonamide), C1(=CC=CC=C1)C.C(=O)(C(F)(F)F)O (toluene TFA). Product: FC=1C=C(CN2N=C(C(=C2C)C2=CN(C3=NC=C(C=C32)C=3C=CC(=C(C3)NS(=O)(=O)C)OCCO)S(=O)(=O)C3=CC=C(C)C=C3)C)C=CC1 (N-(5-(3-(1-(3-fluorobenzyl)-3,5-dimethyl-1H-pyrazol-4-yl)-1-tosyl-1H-pyrrolo[2,3-b]pyridin-5-yl)-2-(2-hydroxyethoxyl)phenyl)methanesulfonamide). As a reaction SMILES: C([O:8][CH2:9][CH2:10][O:11][C:12]1[CH:17]=[CH:16][C:15]([C:18]2[CH:19]=[C:20]3[C:26]([C:27]4[C:28]([CH3:41])=[N:29][N:30]([CH2:33][C:34]5[CH:39]=[CH:38][CH:37]=[C:36]([F:40])[CH:35]=5)[C:31]=4[CH3:32])=[CH:25][N:24]([S:42]([C:45]4[CH:51]=[CH:50][C:48]([CH3:49])=[CH:47][CH:46]=4)(=[O:44])=[O:43])[C:21]3=[N:22][CH:23]=2)=[CH:14][C:13]=1[NH:52][S:53]([CH3:56])(=[O:55])=[O:54])C1C=CC=CC=1.C1(C)C=CC=CC=1.C(O)(C(F)(F)F)=O>>[F:40][C:36]1[CH:35]=[C:34]([CH:39]=[CH:38][CH:37]=1)[CH2:33][N:30]1[C:31]([CH3:32])=[C:27]([C:26]2[C:20]3[C:21](=[N:22][CH:23]=[C:18]([C:15]4[CH:16]=[CH:17][C:12]([O:11][CH2:10][CH2:9][OH:8])=[C:13]([NH:52][S:53]([CH3:56])(=[O:55])=[O:54])[CH:14]=4)[CH:19]=3)[N:24]([S:42]([C:45]3[CH:46]=[CH:47][C:48]([CH3:49])=[CH:50][CH:51]=3)(=[O:44])=[O:43])[CH:25]=2)[C:28]([CH3:41])=[N:29]1 |f:1.2|. Procedure: A stirred solution of N-(2-(2-(benzyloxy)ethoxy)-5-(3-(1-(3-fluorobenzyl)-3,5-dimethyl-1H-pyrazol-4-yl)-1-tosyl-1H-pyrrolo[2,3-b]pyridin-5-yl)phenyl)methane sulfonamide (120 mg, 0.151 mmol), toluene/TFA (5/5 ml) was heated to 70° C. for overnight. TLC showed reaction completion. Reaction mass was cooled to RT and solvents evaporated under reduced pressure. This afforded 152 mg of the crude titled compound. MS: m/z=704.2 (M+1). The reactants are C(C)(C)(C)O[K] (t-butoxypotassium), solution, C1(=CC=C(C=C1)S(=O)(=O)OCCCCCCCC\C=C/CCCCCCCC)C (oleyl p-toluenesulfonate), C(C1=CC=CC=C1)(C1=CC=CC=C1)(C1=CC=CC=C1)OCC(O)CO (1-O-tritylglycerol). Solvent: ice water, C=1(C(=CC=CC1)C)C (xylene), C=1(C(=CC=CC1)C)C (xylene). Conditions: time 5 minute. The product is C(CCCCCCC\C=C/CCCCCCCC)OCC(OCCCCCCCC\C=C/CCCCCCCC)COC(C1=CC=CC=C1)(C1=CC=CC=C1)C1=CC=CC=C1 (1,2-O-dioleyl-3-O-tritylglycerol). Isolated yield 73.0%. Reaction SMILES: [C:1]([O:20][CH2:21][CH:22]([CH2:24][OH:25])[OH:23])([C:14]1[CH:19]=[CH:18][CH:17]=[CH:16][CH:15]=1)([C:8]1[CH:13]=[CH:12][CH:11]=[CH:10][CH:9]=1)[C:2]1[CH:7]=[CH:6][CH:5]=[CH:4][CH:3]=1.[C:26](O[K])([CH3:29])([CH3:28])C.C1(C)C=CC(S(O[CH2:42][CH2:43][CH2:44][CH2:45][CH2:46][CH2:47][CH2:48][CH2:49]/[CH:50]=[CH:51]\[CH2:52][CH2:53][CH2:54][CH2:55][CH2:56][CH2:57][CH2:58][CH3:59])(=O)=O)=CC=1>C1(C)C(C)=CC=CC=1>[CH2:59]([O:25][CH2:24][CH:22]([CH2:21][O:20][C:1]([C:8]1[CH:13]=[CH:12][CH:11]=[CH:10][CH:9]=1)([C:14]1[CH:15]=[CH:16][CH:17]=[CH:18][CH:19]=1)[C:2]1[CH:3]=[CH:4][CH:5]=[CH:6][CH:7]=1)[O:23][CH2:56][CH2:55][CH2:54][CH2:53][CH2:52][CH2:51][CH2:50][CH2:49]/[CH:48]=[CH:47]\[CH2:46][CH2:45][CH2:44][CH2:43][CH2:42][CH2:28][CH2:26][CH3:29])[CH2:58][CH2:57][CH2:56][CH2:55][CH2:54][CH2:53][CH2:52]/[CH:51]=[CH:50]\[CH2:49][CH2:48][CH2:47][CH2:46][CH2:45][CH2:44][CH2:43][CH3:42]. Procedure details: In 120 ml of xylene was dissolved 3.22 g (10 mmol) of 1-O-tritylglycerol, followed by addition of 3.36 g (30 mmol) of t-butoxypotassium under argon. After 5 minutes of stirring, 30 ml of a solution of 12.8 g (30 mmol) oleyl p-toluenesulfonate in xylene was added dropwise and the mixture was stirred under reduced pressure (20-30 mmHg) at ambient temperature for 30 minutes and, then, at 50 for 1 hour. The reaction mixture was then poured in ice-water and extracted with ether, and the extract was w... The reactants are 255g, [H-].[Na+] (sodium hydride), [H][H] (hydrogen), Cl (hydrochloric acid), Cl (hydrochloric acid), C(CC)Br (propyl bromide), ClCC(=O)NC1=CC=CC=C1 (2-chloroacetanilide), 75g, C(CC)Br (propyl bromide). Solvent: O (water), O1CCCC1 (tetrahydrofuran), industrial methylated spirits. Reaction conditions: time 16 hour. Product: ClC1=C(NCCC)C=CC=C1 (2-chloro-N-propylaniline). As a reaction SMILES: Cl[CH2:2][C:3]([NH:5][C:6]1[CH:11]=[CH:10][CH:9]=[CH:8][CH:7]=1)=O.[H-].[Na+].[H][H].[CH2:16](Br)CC.[ClH:20]>O.O1CCCC1>[Cl:20][C:7]1[CH:8]=[CH:9][CH:10]=[CH:11][C:6]=1[NH:5][CH2:3][CH2:2][CH3:16] |f:1.2|. Reported procedure: A solution of 255g. 2-chloroacetanilide in 900 ml. dry tetrahydrofuran was added to a water-cooled stirred suspension of 75g. sodium hydride (50 percent w/w) in the same solvent. When the evolution of hydrogen had ceased, the mixture was stirred for 10 minutes and 140 ml. propyl bromide was added dropwise. The mixture was refluxed for two hours before 50 ml. propyl bromide was added and the heating was continued for another 16 hours. The precipitate of sodium bromide was collected and washed wit... Starting materials: [BH4-], Cc1cc(C(=O)O)cc(C)c1C(=O)c1cc(-n2ccnc2)ccc1Cl, [Na+], [Na+], [OH-], O. The product is Cc1cc(C(=O)O)cc(C)c1C(O)c1cc(-n2ccnc2)ccc1Cl. RXN SMILES: [BH4-:28].[Cl:1][c:2]1[c:3]([C:4](=[O:5])[c:6]2[c:7]([CH3:16])[cH:8][c:9]([C:13](=[O:14])[OH:15])[cH:10][c:11]2[CH3:12])[cH:17][c:18](-[n:21]2[cH:22][n:23][cH:24][cH:25]2)[cH:19][cH:20]1.[Na+:27].[Na+:29].[OH-:26].[OH2:30]>>[Cl:1][c:2]1[c:3]([CH:4]([OH:5])[c:6]2[c:7]([CH3:16])[cH:8][c:9]([C:13](=[O:14])[OH:15])[cH:10][c:11]2[CH3:12])[cH:17][c:18](-[n:21]2[cH:22][n:23][cH:24][cH:25]2)[cH:19][cH:20]1. The reactants are CC=1C=C2C(=C(C(OC2=CC1)=O)C1=CC=CC=C1)O (6-methyl-4-hydroxy-3-phenyl-coumarin), O1CCN(CC1)C(C)Cl (2-morpholino-2-chlorethane). The product is CC=1C=C2C(=C(C(OC2=CC1)=O)C1=CC=CC=C1)OCCN1CCOCC1 (6-Methyl-4-(2'-morpholinoethoxy)-3-phenyl-coumarin). Yield: 77.0%. RXN SMILES: [CH3:1][C:2]1[CH:3]=[C:4]2[C:9](=[CH:10][CH:11]=1)[O:8][C:7](=[O:12])[C:6]([C:13]1[CH:18]=[CH:17][CH:16]=[CH:15][CH:14]=1)=[C:5]2[OH:19].[O:20]1[CH2:25][CH2:24][N:23]([CH:26](Cl)[CH3:27])[CH2:22][CH2:21]1>>[CH3:1][C:2]1[CH:3]=[C:4]2[C:9](=[CH:10][CH:11]=1)[O:8][C:7](=[O:12])[C:6]([C:13]1[CH:18]=[CH:17][CH:16]=[CH:15][CH:14]=1)=[C:5]2[O:19][CH2:27][CH2:26][N:23]1[CH2:24][CH2:25][O:20][CH2:21][CH2:22]1. Procedure: This compound is prepared as described in Example 8 from 19.4 g. (0.077 mol) of 6-methyl-4-hydroxy-3-phenyl-coumarin and 16.1 g. (0.1 mol) of 2-morpholino-2-chlorethane. Weight 21.7 g.; yield 77% (theoretical yield 28.2 g.). M.P. 96° C. Starting materials: OC1=CC=C(C=O)C=C1 (p-hydroxybenzaldehyde), S1C(NC(C1)=O)=O (2,4-thiazolidinedione), N1CCCCC1 (piperidine), CC(=O)O (AcOH). Solvent: C1(=CC=CC=C1)C (toluene). Product: OC1=CC=C(C=C2C(NC(S2)=O)=O)C=C1 (5-(4-hydroxybenzylidene)-thiazolidine-2,4-dione). The yield is 85.0%. As a reaction SMILES: [OH:1][C:2]1[CH:9]=[CH:8][C:5]([CH:6]=O)=[CH:4][CH:3]=1.[S:10]1[CH2:14][C:13](=[O:15])[NH:12][C:11]1=[O:16].N1CCCCC1.CC(O)=O>C1(C)C=CC=CC=1>[OH:1][C:2]1[CH:9]=[CH:8][C:5]([CH:6]=[C:14]2[S:10][C:11](=[O:16])[NH:12][C:13]2=[O:15])=[CH:4][CH:3]=1. Procedure details: A mixture of p-hydroxybenzaldehyde (vi; 0.5 mmol), 2,4-thiazolidinedione, (0.6 mmol), and catalytic amounts of piperidine and AcOH was refluxed in toluene (5 mL) for 24 h. The precipitated product was filtered, washed with toluene (3×10 mL), and dried in vacuo at 60° C. overnight, yielding 5-(4-hydroxybenzylidene)-thiazolidine-2,4-dione (vii) in a 85% yield.